Dataset: the Open Reaction Database (ORD), a public repository of structured organic reaction records. Task: describe an organic reaction: reactants, conditions, products, and yield Reactants: Cl.O1CCOCC1 (hydrogen chloride 1,4-dioxane), C(C)OC(=O)C1=CC2=C(NC(=N2)NCC2CCN(CC2)C(=O)OC(C)(C)C)C=C1 (2-[(1-tert-butoxycarbonyl-piperidin-4-ylmethyl)-amino]-1H-benzimidazole-5-carboxylic acid ethyl ester), C(C)O (ethanol). The solvent is O1CCCC1 (tetrahydrofuran). Reaction conditions: time 8 hour. The product is C(C)OC(=O)C1=CC2=C(NC(=N2)NCC2CCNCC2)C=C1 (2-[(piperidin-4-ylmethyl)-amino]-1H-benzimidazole-5-carboxylic acid ethyl ester). RXN SMILES: [CH2:1]([O:3][C:4]([C:6]1[CH:29]=[CH:28][C:9]2[NH:10][C:11]([NH:13][CH2:14][CH:15]3[CH2:20][CH2:19][N:18](C(OC(C)(C)C)=O)[CH2:17][CH2:16]3)=[N:12][C:8]=2[CH:7]=1)=[O:5])[CH3:2].Cl.O1CCOCC1.C(O)C>O1CCCC1>[CH2:1]([O:3][C:4]([C:6]1[CH:29]=[CH:28][C:9]2[NH:10][C:11]([NH:13][CH2:14][CH:15]3[CH2:16][CH2:17][NH:18][CH2:19][CH2:20]3)=[N:12][C:8]=2[CH:7]=1)=[O:5])[CH3:2] |f:1.2|. Procedure details: After dissolving the 2-[(1-tert-butoxycarbonyl-piperidin-4-ylmethyl)-amino]-1H-benzimidazole-5-carboxylic acid ethyl ester in tetrahydrofuran (2 ml), a 4N hydrogen chloride/1,4-dioxane solution (3 ml) was added. Since a precipitate was produced, ethanol (5 ml) was added to dissolve it and the solution was stirred at room temperature overnight. The reaction mixture was concentrated to obtain 2-[(piperidin-4-ylmethyl)-amino]-1H-benzimidazole-5-carboxylic acid ethyl ester as a red amorphous solid. ... The reactants are COC(=O)C1=CC=C(C=C1)C1=CC(=C(C(=C1)Cl)C[C@H]1C(N(CC1)[C@@H]1CC[C@H](CC1)O[Si](C(C)C)(C(C)C)C(C)C)=O)Cl (3′,5′-Dichloro-4′-[(R)-2-oxo-trans-1-(4-triisopropylsilanyloxy-cyclohexyl)-pyrrolidin-3-ylmethyl]-biphenyl-4-carboxylic acid methyl ester). Run in CO (MeOH), [OH-].[Na+] (NaOH). Run at time 3 hour. The product is ClC=1C=C(C=C(C1C[C@H]1C(N(CC1)[C@@H]1CC[C@H](CC1)O[Si](C(C)C)(C(C)C)C(C)C)=O)Cl)C1=CC=C(C=C1)C(=O)O (3′,5′-Dichloro-4′-[(R)-2-oxo-trans-1-(4-triisopropylsilanyloxy-cyclohexyl)-pyrrolidin-3-ylmethyl]-biphenyl-4-carboxylic acid). As a reaction SMILES: C[O:2][C:3]([C:5]1[CH:10]=[CH:9][C:8]([C:11]2[CH:16]=[C:15]([Cl:17])[C:14]([CH2:18][C@@H:19]3[CH2:23][CH2:22][N:21]([C@H:24]4[CH2:29][CH2:28][C@H:27]([O:30][Si:31]([CH:38]([CH3:40])[CH3:39])([CH:35]([CH3:37])[CH3:36])[CH:32]([CH3:34])[CH3:33])[CH2:26][CH2:25]4)[C:20]3=[O:41])=[C:13]([Cl:42])[CH:12]=2)=[CH:7][CH:6]=1)=[O:4]>CO.[OH-].[Na+]>[Cl:17][C:15]1[CH:16]=[C:11]([C:8]2[CH:7]=[CH:6][C:5]([C:3]([OH:4])=[O:2])=[CH:10][CH:9]=2)[CH:12]=[C:13]([Cl:42])[C:14]=1[CH2:18][C@@H:19]1[CH2:23][CH2:22][N:21]([C@H:24]2[CH2:25][CH2:26][C@H:27]([O:30][Si:31]([CH:32]([CH3:33])[CH3:34])([CH:35]([CH3:36])[CH3:37])[CH:38]([CH3:40])[CH3:39])[CH2:28][CH2:29]2)[C:20]1=[O:41] |f:2.3|. Reported procedure: Place 3′,5′-Dichloro-4′-[(R)-2-oxo-trans-1-(4-triisopropylsilanyloxy-cyclohexyl)-pyrrolidin-3-ylmethyl]-biphenyl-4-carboxylic acid methyl ester (Preparation 20) (1.32 g, 2.09 mmol) in MeOH (10 mL) and 1N NaOH solution (10 mL). Stir for 3 hours at reflux. Strip most of the solvent and quench with 1N HCl. Filter white precipitate and rinse with water on the filter. After drying receive 0.95 g (74%) of the title compound: Mass spectrum (apci) m/z=617 (M+H).